This data is from the Open Reaction Database (ORD), a public repository of structured organic reaction records. The task is: describe an organic reaction: reactants, conditions, products, and yield The reactants are C1COCCO1, Cc1ccc(C(F)(F)F)cc1S(=O)(=O)N1CCN(C(=O)OC(C)(C)C)C(C)C1, Cl. Product: Cc1ccc(C(F)(F)F)cc1S(=O)(=O)N1CCNC(C)C1. As a reaction SMILES: [CH2:30]1[O:31][CH2:32][CH2:33][O:34][CH2:35]1.[CH3:1][CH:2]1[N:3]([C:22]([O:23][C:24]([CH3:25])([CH3:26])[CH3:27])=[O:28])[CH2:4][CH2:5][N:6]([S:8](=[O:9])(=[O:10])[c:11]2[c:12]([CH3:21])[cH:13][cH:14][c:15]([C:17]([F:18])([F:19])[F:20])[cH:16]2)[CH2:7]1.[ClH:29]>>[CH3:1][CH:2]1[NH:3][CH2:4][CH2:5][N:6]([S:8](=[O:9])(=[O:10])[c:11]2[c:12]([CH3:21])[cH:13][cH:14][c:15]([C:17]([F:18])([F:19])[F:20])[cH:16]2)[CH2:7]1. Reactants: CCCCC[C@@H](/C=C/[C@@H]1[C@H]([C@H](CC1=O)O)C/C=C\CCCC(=O)O)O (PGD2), CCCCC[C@@H](/C=C/[C@H]1[C@@H](C[C@@H]([C@@H]1CC(=O)CCCCC(=O)O)O)O)O (6-keto-PGF1α), CCCCC[C@@H](/C=C/[C@H]1[C@@H](CC(=O)[C@@H]1C/C=C\CCCC(=O)O)O)O (PGE2), CCCCC[C@@H](/C=C/[C@H]1[C@@H](C[C@@H]([C@@H]1C/C=C\CCCC(=O)O)O)O)O (PGF2α). The product is C(CCC\C=C/C\C=C/C\C=C/C\C=C/CCCCC)(=O)O (arachidonic acid). Reaction SMILES: [CH3:1][CH2:2][CH2:3][CH2:4][CH2:5][C@H:6](O)/[CH:7]=[CH:8]/[C@H:9]1[C:13](=O)[CH2:12][C@H:11](O)[C@@H:10]1[CH2:16]/[CH:17]=[CH:18]\[CH2:19][CH2:20][CH2:21][C:22]([OH:24])=[O:23].CCCCC[C@H](O)/C=C/[C@@H]1[C@@H](C/C=C\CCCC(O)=O)C(=O)C[C@H]1O.CCCCC[C@H](O)/C=C/[C@@H]1[C@@H](C/C=C\CCCC(O)=O)[C@@H](O)C[C@H]1O.CCCCC[C@H](O)/C=C/[C@@H]1[C@@H](CC(CCCCC(O)=O)=O)[C@@H](O)C[C@H]1O>>[C:22]([OH:24])(=[O:23])[CH2:21][CH2:20][CH2:19]/[CH:18]=[CH:17]\[CH2:16]/[CH:10]=[CH:11]\[CH2:12]/[CH:13]=[CH:9]\[CH2:8]/[CH:7]=[CH:6]\[CH2:5][CH2:4][CH2:3][CH2:2][CH3:1]. Procedure details: The thus obtained acidic liquid was extracted 3 times with each 5 ml of ether, and after evaporating ether off from the ether extract, the dried solid was subjected to esterification by a diazomethane solution. The product of esterification was fractioned by thin layer chromatography while developing with a 90:50:20:100 by volume mixture of ethyl acetate, isooctane, acetic acid and water to obtained fractioned spots which were identified by the authentic specimens of PGD2, PGE2, PGF2α and 6-keto...